This data is from the Open Reaction Database (ORD), a public repository of structured organic reaction records. The task is: describe an organic reaction: reactants, conditions, products, and yield Reactants: CN1C=CC2=CC(=CC=C12)C=1C=C(C=O)C=CC1OC (3-(1-methylindol-5-yl)-4-methoxybenzaldehyde), COC=1C=C([C@@H](C)N)C=CC1 ((R)-3-methoxy-α-methylbenzylamine). The product is COC=1C=C(C=CC1)[C@@H](C)NCC1=CC(=C(C=C1)OC)C=1C=C2C=CN(C2=CC1)C ([(1R)-1-(3-Methoxyphenyl)ethyl]{[4-methoxy-3-(1-methylindol-5-yl)phenyl]methyl}amine). As a reaction SMILES: [CH3:1][N:2]1[C:10]2[C:5](=[CH:6][C:7]([C:11]3[CH:12]=[C:13]([CH:16]=[CH:17][C:18]=3[O:19][CH3:20])[CH:14]=O)=[CH:8][CH:9]=2)[CH:4]=[CH:3]1.[CH3:21][O:22][C:23]1[CH:24]=[C:25]([CH:29]=[CH:30][CH:31]=1)[C@H:26]([NH2:28])[CH3:27]>>[CH3:21][O:22][C:23]1[CH:24]=[C:25]([C@H:26]([NH:28][CH2:14][C:13]2[CH:16]=[CH:17][C:18]([O:19][CH3:20])=[C:11]([C:7]3[CH:6]=[C:5]4[C:10](=[CH:9][CH:8]=3)[N:2]([CH3:1])[CH:3]=[CH:4]4)[CH:12]=2)[CH3:27])[CH:29]=[CH:30][CH:31]=1. Procedure details: The title compound was prepared from 3-(1-methylindol-5-yl)-4-methoxybenzaldehyde and (R)-3-methoxy-α-methylbenzylamine according to general procedure C. The reactants are 60, NC1=C(C=CC=C1)NCCCN1CCN(CC1)C(C1=CC=CC=C1)C1=CC=CC=C1 (N-(2-aminophenyl)-4-(diphenylmethyl)-1-piperazinepropanamine), COC(NCOC=N)=O (methyl(iminomethoxymethyl)carbamate), C(C)(=O)O (acetic acid). Solvent: ClC(Cl)Cl (trichloromethane). The product is C1(=CC=CC=C1)C(N1CCN(CC1)CCCN1C(=NC2=C1C=CC=C2)NC(OC)=O)C2=CC=CC=C2 (methyl [1-{3-[4-(diphenylmethyl)-1-piperazinyl]propyl}-1H-benzimidazol-2-yl]carbamate). RXN SMILES: [NH2:1][C:2]1[CH:7]=[CH:6][CH:5]=[CH:4][C:3]=1[NH:8][CH2:9][CH2:10][CH2:11][N:12]1[CH2:17][CH2:16][N:15]([CH:18]([C:25]2[CH:30]=[CH:29][CH:28]=[CH:27][CH:26]=2)[C:19]2[CH:24]=[CH:23][CH:22]=[CH:21][CH:20]=2)[CH2:14][CH2:13]1.[CH3:31][O:32][C:33](=[O:39])[NH:34][CH2:35]OC=N.C(O)(=O)C>ClC(Cl)Cl>[C:19]1([CH:18]([C:25]2[CH:26]=[CH:27][CH:28]=[CH:29][CH:30]=2)[N:15]2[CH2:14][CH2:13][N:12]([CH2:11][CH2:10][CH2:9][N:8]3[C:3]4[CH:4]=[CH:5][CH:6]=[CH:7][C:2]=4[N:1]=[C:35]3[NH:34][C:33](=[O:39])[O:32][CH3:31])[CH2:17][CH2:16]2)[CH:20]=[CH:21][CH:22]=[CH:23][CH:24]=1. Procedure details: A mixture of 60 parts of N-(2-aminophenyl)-4-(diphenylmethyl)-1-piperazinepropanamine, 20 parts of methyl(iminomethoxymethyl)carbamate, 42 parts of acetic acid and 450 parts of trichloromethane is stirred and refluxed overnight. The reaction mixture is evaporated and the residue is stirred in water. The latter is decanted and the residue is taken up again in water. The whole is alkalized with a diluted ammonium hydroxide solution and the product is extracted with trichloromethane. The extract is...